From a dataset of the Open Reaction Database (ORD), a public repository of structured organic reaction records. describe an organic reaction: reactants, conditions, products, and yield Starting materials: BrC(Br)(Br)Br, CC(C)(C)OC(=O)N1C(C)(C=O)COC1(C)C, ClCCl, c1ccc(P(c2ccccc2)c2ccccc2)cc1. Yields the product CC(C)(C)OC(=O)N1C(C)(C=C(Br)Br)COC1(C)C. RXN SMILES: [C:20]([Br:21])([Br:22])([Br:23])[Br:24].[C:25]([CH3:26])([CH3:27])([CH3:28])[O:29][C:30](=[O:31])[N:32]1[C:33]([CH3:40])([CH3:41])[O:34][CH2:35][C:36]1([CH3:37])[CH:38]=[O:39].[Cl:42][CH2:43][Cl:44].[c:1]1([P:2]([c:3]2[cH:4][cH:5][cH:6][cH:7][cH:8]2)[c:9]2[cH:10][cH:11][cH:12][cH:13][cH:14]2)[cH:15][cH:16][cH:17][cH:18][cH:19]1>>[C:20]([Br:21])([Br:24])=[CH:38][C:36]1([CH3:37])[N:32]([C:30]([O:29][C:25]([CH3:26])([CH3:27])[CH3:28])=[O:31])[C:33]([CH3:40])([CH3:41])[O:34][CH2:35]1. Starting materials: [Na+], [Na+], O=C([O-])[O-], CC1CN(Cc2ccc(-c3cccnc3N3CCC4(CC3)OCCO4)nc2)CCN1C(=O)OCc1ccccc1, O, O=S(=O)(O)O. The product is CC1CN(Cc2ccc(-c3cccnc3N3CCC(=O)CC3)nc2)CCN1C(=O)OCc1ccccc1. Reaction SMILES: [Na+:46].[Na+:47].[O-:48][C:49](=[O:50])[O-:51].[O:1]1[CH2:3][CH2:2][O:4][C:5]12[CH2:6][CH2:7][N:8]([c:11]1[n:12][cH:13][cH:14][cH:15][c:16]1-[c:17]1[n:18][cH:19][c:20]([CH2:23][N:24]3[CH2:25][CH:26]([CH3:40])[N:27]([C:30](=[O:31])[O:32][CH2:33][c:34]4[cH:35][cH:36][cH:37][cH:38][cH:39]4)[CH2:28][CH2:29]3)[cH:21][cH:22]1)[CH2:9][CH2:10]2.[OH2:52].[S:41](=[O:42])(=[O:43])([OH:44])[OH:45]>>[O:4]=[C:5]1[CH2:6][CH2:7][N:8]([c:11]2[n:12][cH:13][cH:14][cH:15][c:16]2-[c:17]2[n:18][cH:19][c:20]([CH2:23][N:24]3[CH2:25][CH:26]([CH3:40])[N:27]([C:30](=[O:31])[O:32][CH2:33][c:34]4[cH:35][cH:36][cH:37][cH:38][cH:39]4)[CH2:28][CH2:29]3)[cH:21][cH:22]2)[CH2:9][CH2:10]1.